Dataset: the Open Reaction Database (ORD), a public repository of structured organic reaction records. Task: describe an organic reaction: reactants, conditions, products, and yield Reactants: CNC (dimethylamine), P(O)(O)(O)=O (orthophosphoric acid), C[O-].[Na+] (sodium methylate), C(C(=O)OCC)(=O)OCC (diethyl oxalate). Run in CO (methanol), CO (methanol). Conditions: temperature 0 celsius, time 4 hour. Product: CN(C(C(=O)OCC)=O)C (ethyl 2-(dimethylamino)-2-oxoacetate). Reaction SMILES: [CH3:1][NH:2][CH3:3].C[O-].[Na+].[C:7]([O:14]CC)(=O)[C:8]([O:10][CH2:11][CH3:12])=[O:9].P(=O)(O)(O)O>CO>[CH3:1][N:2]([CH3:3])[C:7](=[O:14])[C:8]([O:10][CH2:11][CH3:12])=[O:9] |f:1.2|. Procedure: In a 1,500 mL reactor, are added at 0° C., 360 g (4 mol) of dimethylamine (DMA) solution at 50% by weight in methanol and 44 g (0.2 mol) of sodium methylate at 25% by weight in methanol. To this mixture are added at 0-5° C. and within 1 hour, 584 g (4 mol) of diethyl oxalate. The mixture is maintained with stirring at 0° C. for 4 hours. The reaction medium is concentrated in vacuo (Pmax=200 mbars) for removing residual DMA and methanol and an 85% orthophosphoric acid solution (23.3 g 0.2 mol) is...